From a dataset of the Open Reaction Database (ORD), a public repository of structured organic reaction records. describe an organic reaction: reactants, conditions, products, and yield Starting materials: CCCCCC (hexane), C(CO)O (ethylene glycol), C[Si](C)(C)O[Si](C)(C)C (Fluka AG), OC1=CC=C(C=C1)C1CCC(CC1)=O (4-(4-hydroxyphenyl)cyclohexanone). Solvent: C(CCl)Cl (ethylene chloride), C(C)(=O)OCC (ethyl acetate). The product is O1CCOC12CCC(CC2)C2=CC=C(C=C2)O (4-(1,4-dioxa-8-spiro[4.5]decyl)phenol). As a reaction SMILES: [OH:1][C:2]1[CH:7]=[CH:6][C:5]([CH:8]2[CH2:13][CH2:12][C:11](=[O:14])[CH2:10][CH2:9]2)=[CH:4][CH:3]=1.[CH2:15](O)[CH2:16][OH:17].C[Si](O[Si](C)(C)C)(C)C.CCCCCC>C(Cl)CCl.C(OCC)(=O)C>[O:1]1[C:2]2([CH2:3][CH2:4][CH:5]([C:8]3[CH:9]=[CH:10][C:11]([OH:14])=[CH:12][CH:13]=3)[CH2:6][CH2:7]2)[O:17][CH2:16][CH2:15]1. Procedure: A suspension of 13.7 g of 4-(4-hydroxyphenyl)cyclohexanone in 350 ml of ethylene chloride was heated to reflux for 3 hours with 11.6 ml of ethylene glycol and 1.6 g of Amberlyst® 15 (strongly acidic ion exchang resin, Fluka AG) while stirring and separating water. Thereafter, the brown reaction solution was cooled to room temperature and washed twice with 200 ml of water each time. The aqueous phases were backextracted with 200 ml of methylene chloride. The organic phases were dried over sodium ...